From a dataset of the Open Reaction Database (ORD), a public repository of structured organic reaction records. describe an organic reaction: reactants, conditions, products, and yield Reactants: N1=CN=CC(=C1)N1CCN(CC1)C(=O)OC(C)(C)C (tert-butyl 4-(pyrimidin-5-yl)piperazine-1-carboxylate), FC(C(=O)[O-])(F)F (trifluoroacetate). Product: OC(=O)C(F)(F)F.N1(CCNCC1)C=1C=NC=NC1 (5-(piperazin-1-yl)pyrimidine TFA Salt). As a reaction SMILES: [N:1]1[CH:6]=[C:5]([N:7]2[CH2:12][CH2:11][N:10](C(OC(C)(C)C)=O)[CH2:9][CH2:8]2)[CH:4]=[N:3][CH:2]=1.[F:20][C:21]([F:26])([F:25])[C:22]([O-:24])=[O:23]>>[OH:24][C:22]([C:21]([F:26])([F:25])[F:20])=[O:23].[N:7]1([C:5]2[CH:4]=[N:3][CH:2]=[N:1][CH:6]=2)[CH2:12][CH2:11][NH:10][CH2:9][CH2:8]1 |f:2.3|. Procedure details: This compound was synthesized from tert-butyl 4-(pyrimidin-5-yl)piperazine-1-carboxylate as described for example 46 step 4 (500 mg, crude) as a trifluoroacetate salt and it was carried through without further purification. MS (ESI) m/z: Calculated for C8H12N4: 164.11. found: 165.0 (M+H)+